Dataset: the Open Reaction Database (ORD), a public repository of structured organic reaction records. Task: describe an organic reaction: reactants, conditions, products, and yield Starting materials: Cc1c(C(=O)O)oc2ccccc12, CCNc1cccc(C)c1. The reagents and catalysts are CCN=C=NCCCN(C)C.Cl (EDC-HCl), CCN(C(C)C)C(C)C (DIPEA), C1=CC=C2C(=C1)N=NN2O (HOBt). Run in CN(C)C=O (DMF), CN(C)C=O (DMF), CN(C)C=O (DMF), CN(C)C=O (DMF), CN(C)C=O (DMF), CN(C)C=O (DMF). Run at temperature 25 celsius, time 2 hour. Product: CCN(C(=O)c1oc2ccccc2c1C)c1cccc(C)c1. Isolated yield 66.9%. As a reaction SMILES: CCNc1cccc(C)c1.Cc1c(C(=O)O)oc2ccccc12.CCN=C=NCCCN(C)C.Cl.C1=CC=C2C(=C1)N=NN2O.CCN(C(C)C)C(C)C.CN(C)C=O>>CCN(C(=O)c1oc2ccccc2c1C)c1cccc(C)c1.